Dataset: the Open Reaction Database (ORD), a public repository of structured organic reaction records. Task: describe an organic reaction: reactants, conditions, products, and yield The reactants are CCOC(=O)c1nc2c(=O)[nH]c3cc(C(F)(F)F)ccc3n2c1CBr, Br. The product is O=C(O)c1nc2c(=O)[nH]c3cc(C(F)(F)F)ccc3n2c1CBr. As a reaction SMILES: [Br:1][CH2:2][c:3]1[c:4]([C:21](=[O:22])[O:23][CH2:24][CH3:25])[n:5][c:6]2[n:7]1[c:8]1[cH:9][cH:10][c:11]([C:17]([F:18])([F:19])[F:20])[cH:12][c:13]1[nH:14][c:15]2=[O:16].[BrH:26]>>[Br:1][CH2:2][c:3]1[c:4]([C:21](=[O:22])[OH:23])[n:5][c:6]2[n:7]1[c:8]1[cH:9][cH:10][c:11]([C:17]([F:18])([F:19])[F:20])[cH:12][c:13]1[nH:14][c:15]2=[O:16]. The reactants are C[O-], Cn1c(N2CCOC(c3ccc(F)cc3)C2)nc(-c2ccnc(Cl)c2Cl)cc1=O, [Na+], C1CCOC1. The product is COc1nccc(-c2cc(=O)n(C)c(N3CCOC(c4ccc(F)cc4)C3)n2)c1Cl. As a reaction SMILES: [CH3:30][O-:31].[Cl:1][c:2]1[n:3][cH:4][cH:5][c:6](-[c:9]2[cH:10][c:11](=[O:29])[n:12]([CH3:28])[c:13]([N:15]3[CH2:16][CH:17]([c:21]4[cH:22][cH:23][c:24]([F:27])[cH:25][cH:26]4)[O:18][CH2:19][CH2:20]3)[n:14]2)[c:7]1[Cl:8].[Na+:32].[O:33]1[CH2:34][CH2:35][CH2:36][CH2:37]1>>[c:2]1([O:31][CH3:30])[n:3][cH:4][cH:5][c:6](-[c:9]2[cH:10][c:11](=[O:29])[n:12]([CH3:28])[c:13]([N:15]3[CH2:16][CH:17]([c:21]4[cH:22][cH:23][c:24]([F:27])[cH:25][cH:26]4)[O:18][CH2:19][CH2:20]3)[n:14]2)[c:7]1[Cl:8].